This data is from the Open Reaction Database (ORD), a public repository of structured organic reaction records. The task is: describe an organic reaction: reactants, conditions, products, and yield Starting materials: BrC=1C=C(C=CC1OC)CCNC(=O)C1=CC2=CC=CC=C2C=C1O (N-2-(3-bromo-4-methoxyphenyl)ethyl-3-hydroxyl-2-naphthamide), [N+](=O)([O-])C1=CC=C(C=C1)B(O)O (4-nitro-phenyl boronic acid). Yields the product COC1=CC=C(C=C1C1=CC=C(C=C1)[N+](=O)[O-])CCNC(=O)C1=CC2=CC=CC=C2C=C1O (3-Hydroxy-naphthalene-2-carboxylic acid [2-(6-methoxy-4′-nitro-biphenyl-3-yl)-ethyl]-amide). The yield is 61.0%. Reaction SMILES: Br[C:2]1[CH:3]=[C:4]([CH2:10][CH2:11][NH:12][C:13]([C:15]2[C:24]([OH:25])=[CH:23][C:22]3[C:17](=[CH:18][CH:19]=[CH:20][CH:21]=3)[CH:16]=2)=[O:14])[CH:5]=[CH:6][C:7]=1[O:8][CH3:9].[N+:26]([C:29]1[CH:34]=[CH:33][C:32](B(O)O)=[CH:31][CH:30]=1)([O-:28])=[O:27]>>[CH3:9][O:8][C:7]1[C:2]([C:32]2[CH:33]=[CH:34][C:29]([N+:26]([O-:28])=[O:27])=[CH:30][CH:31]=2)=[CH:3][C:4]([CH2:10][CH2:11][NH:12][C:13]([C:15]2[C:24]([OH:25])=[CH:23][C:22]3[C:17](=[CH:18][CH:19]=[CH:20][CH:21]=3)[CH:16]=2)=[O:14])=[CH:5][CH:6]=1. Reported procedure: The title compound (27 mg) was prepared from 0.05 g (0.1 mmol) of resin-bound N-2-(3-bromo-4-methoxyphenyl)ethyl-3-hydroxyl-2-naphthamide and 50.0 mg (0.3 mmol) of 4-nitro-phenyl boronic acid as described in Example 110.